From a dataset of the Open Reaction Database (ORD), a public repository of structured organic reaction records. describe an organic reaction: reactants, conditions, products, and yield Procedure: To a solution of approximately 59 parts of α-(2-pyridinyl)benzeneacetonitrile in 135 parts of toluene is added, with stirring under nitrogen, 13 parts of a 57% dispersion of sodium hydride in oil. The resultant mixture is heated to 100° and stirred thereat under nitrogen for 1 hour. The greenish-yellow suspension which eventuates is cooled to around 60°, at which temperature a solution of 64 parts of 4-(2-chloroethyl)-4-azatricyclo[4.3.1.13,8 ]undecane in 450 parts of toluene is introduced with ... Solvent: C(C)O (ethanol), C(C)O (ethanol), C(C(=O)O)(=O)O (oxalic acid), C(C)O (ethanol), 27, C(C(=O)O)(=O)O (oxalic acid), O (water), O (water). Product: C12CC3N(CC(CC(C1)C3)C2)CCC(C#N)(C2=NC=CC=C2)C2=CC=CC=C2 (4-[4-azatricyclo(4.3.1.13,8)undecan-4-yl]-2-phenyl-2-(2-pyridinyl)butanenitrile). Conditions: time 1 hour. As a reaction SMILES: [N:1]1[CH:6]=[CH:5][CH:4]=[CH:3][C:2]=1[CH:7]([C:10]1[CH:15]=[CH:14][CH:13]=[CH:12][CH:11]=1)[C:8]#[N:9].C1(C)C=CC=CC=1.[H-].[Na+].Cl[CH2:26][CH2:27][N:28]1[CH2:36][CH:35]2[CH2:37][CH:31]3[CH2:32][CH:33]([CH2:38][CH:29]1[CH2:30]3)[CH2:34]2>C(O)(=O)C(O)=O.O.C(O)C>[CH:31]12[CH2:37][CH:35]3[CH2:34][CH:33]([CH2:38][CH:29]([N:28]([CH2:27][CH2:26][C:7]([C:10]4[CH:11]=[CH:12][CH:13]=[CH:14][CH:15]=4)([C:2]4[CH:3]=[CH:4][CH:5]=[CH:6][N:1]=4)[C:8]#[N:9])[CH2:36]3)[CH2:30]1)[CH2:32]2 |f:2.3|. The reactants are 64, ClCCN1C2CC3CC(CC(C1)C3)C2 (4-(2-chloroethyl)-4-azatricyclo[4.3.1.13,8 ]undecane), C1(=CC=CC=C1)C (toluene), resultant mixture, 16, resultant mixture, N1=C(C=CC=C1)C(C#N)C1=CC=CC=C1 (α-(2-pyridinyl)benzeneacetonitrile), C1(=CC=CC=C1)C (toluene), [H-].[Na+] (sodium hydride). Reactants: O=C(O)CCCOc1ccc(C23CC4CC(CC(C4)C2)C3)cc1, [Cl-], N, c1ccccc1. The product is NC(=O)CCCOc1ccc(C23CC4CC(CC(C4)C2)C3)cc1. As a reaction SMILES: [C:3]12([c:13]3[cH:14][cH:15][c:16]([O:17][CH2:18][CH2:19][CH2:20][C:21](=[O:22])[OH:23])[cH:24][cH:25]3)[CH2:4][CH:5]3[CH2:6][CH:7]([CH2:8][CH:9]([CH2:10]1)[CH2:11]3)[CH2:12]2.[Cl-:2].[NH3:1].[cH:26]1[cH:27][cH:28][cH:29][cH:30][cH:31]1>>[NH2:1][C:21]([CH2:20][CH2:19][CH2:18][O:17][c:16]1[cH:15][cH:14][c:13]([C:3]23[CH2:4][CH:5]4[CH2:6][CH:7]([CH2:8][CH:9]([CH2:10]2)[CH2:11]4)[CH2:12]3)[cH:25][cH:24]1)=[O:22]. Reactants: [Cl-], Cl, Nc1cc(Sc2cccc3cnccc23)c(F)cc1[N+](=O)[O-], [Na+], [OH-], O, O. The product is Nc1cc(F)c(Sc2cccc3cnccc23)cc1N. Reaction SMILES: [Cl-:25].[ClH:28].[F:1][c:2]1[cH:3][c:4]([N+:20]([O-:21])=[O:22])[c:5]([NH2:6])[cH:7][c:8]1[S:9][c:10]1[c:11]2[cH:12][cH:13][n:14][cH:15][c:16]2[cH:17][cH:18][cH:19]1.[Na+:27].[OH-:26].[OH2:23].[OH2:24]>>[F:1][c:2]1[cH:3][c:4]([NH2:20])[c:5]([NH2:6])[cH:7][c:8]1[S:9][c:10]1[c:11]2[cH:12][cH:13][n:14][cH:15][c:16]2[cH:17][cH:18][cH:19]1. The reactants are N1CCC(CC1)NC(=O)C1=CNC2=C1N=CN=C2C2=C(C=CC=1OCOC12)OCCOC (4-[5-(2-methoxy-ethoxy)-benzo[1,3]dioxol-4-yl]-5H-pyrrolo[3,2-d]pyrimidine-7-carboxylic acid piperidin-4-ylamide), ClC(=O)[C@H](C)OC(C)=O (acetic acid (S)-1-chlorocarbonyl-ethyl ester). The product is O[C@H](C(=O)N1CCC(CC1)NC(=O)C1=CNC2=C1N=CN=C2C2=C(C=CC=1OCOC12)OCCOC)C (4-[5-(2-Methoxy-ethoxy)-benzo[1,3]dioxol-4-yl]-5H-pyrrolo[3,2-d]pyrimidine-7-carboxylic acid [1-((S)-2-hydroxy-propionyl)piperidin-4-yl]-amide). As a reaction SMILES: [NH:1]1[CH2:6][CH2:5][CH:4]([NH:7][C:8]([C:10]2[C:14]3[N:15]=[CH:16][N:17]=[C:18]([C:19]4[C:27]5[O:26][CH2:25][O:24][C:23]=5[CH:22]=[CH:21][C:20]=4[O:28][CH2:29][CH2:30][O:31][CH3:32])[C:13]=3[NH:12][CH:11]=2)=[O:9])[CH2:3][CH2:2]1.Cl[C:34]([C@@H:36]([O:38]C(=O)C)[CH3:37])=[O:35]>>[OH:38][C@@H:36]([CH3:37])[C:34]([N:1]1[CH2:2][CH2:3][CH:4]([NH:7][C:8]([C:10]2[C:14]3[N:15]=[CH:16][N:17]=[C:18]([C:19]4[C:27]5[O:26][CH2:25][O:24][C:23]=5[CH:22]=[CH:21][C:20]=4[O:28][CH2:29][CH2:30][O:31][CH3:32])[C:13]=3[NH:12][CH:11]=2)=[O:9])[CH2:5][CH2:6]1)=[O:35]. Procedure: Starting from 4-[5-(2-methoxy-ethoxy)-benzo[1,3]dioxol-4-yl]-5H-pyrrolo[3,2-d]pyrimidine-7-carboxylic acid piperidin-4-ylamide (example A187) and acetic acid (S)-1-chlorocarbonyl-ethyl ester the title compound was obtained as colorless solid. Reactants: S1C=NC=C1C=1C=C(C=CC1)CO ((3-(thiazol-5-yl)phenyl)methanol). Reagents/catalysts: O=[Mn]=O (MnO2). The solvent is C(Cl)Cl (DCM). Reaction conditions: time 3 hour. The product is S1C=NC=C1C=1C=C(C=O)C=CC1 (3-(thiazol-5-yl)benzaldehyde). RXN SMILES: [S:1]1[C:5]([C:6]2[CH:7]=[C:8]([CH2:12][OH:13])[CH:9]=[CH:10][CH:11]=2)=[CH:4][N:3]=[CH:2]1>C(Cl)Cl.O=[Mn]=O>[S:1]1[C:5]([C:6]2[CH:7]=[C:8]([CH:9]=[CH:10][CH:11]=2)[CH:12]=[O:13])=[CH:4][N:3]=[CH:2]1. Procedure details: A solution of (3-(thiazol-5-yl)phenyl)methanol (162 mg; 0.84 mmol) in anh. DCM (6 ml) was treated with MnO2 (1.104 g; 12.70 mmol), and the resulting mixture was stirred at rt, under nitrogen, for 3 h. The resulting reaction mixture was then filtered over celite, and the separated solids were washed with DCM. The filtrate was concentrated to dryness under reduced pressure giving 3-(thiazol-5-yl)benzaldehyde as an orange solid. LC-MS (conditions A): tR=0.58 min.; [M+H]+: 190.02 g/mol. Starting materials: CCO, O=C(Nc1cc(N2CCCC2)ccc1[N+](=O)[O-])c1ccccc1. The product is Nc1ccc(N2CCCC2)cc1NC(=O)c1ccccc1. As a reaction SMILES: [CH3:24][CH2:25][OH:26].[N+:1]([O-:2])(=[O:3])[c:4]1[c:5]([NH:15][C:16]([c:17]2[cH:18][cH:19][cH:20][cH:21][cH:22]2)=[O:23])[cH:6][c:7]([N:10]2[CH2:11][CH2:12][CH2:13][CH2:14]2)[cH:8][cH:9]1>>[NH2:1][c:4]1[c:5]([NH:15][C:16]([c:17]2[cH:18][cH:19][cH:20][cH:21][cH:22]2)=[O:23])[cH:6][c:7]([N:10]2[CH2:11][CH2:12][CH2:13][CH2:14]2)[cH:8][cH:9]1.